Task: describe an organic reaction: reactants, conditions, products, and yield. Dataset: the Open Reaction Database (ORD), a public repository of structured organic reaction records Reactants: ICCOc1ccc(C=CCCCOc2ccccc2)cc1, COC(=O)c1ccc(O)c(C(=O)NC2CCCC(C(=O)OC)C2)c1. The product is COC(=O)c1ccc(OCCOc2ccc(C=CCCCOc3ccccc3)cc2)c(C(=O)NC2CCCC(C(=O)OC)C2)c1. RXN SMILES: [I:25][CH2:26][CH2:27][O:28][c:29]1[cH:30][cH:31][c:32]([CH:35]=[CH:36][CH2:37][CH2:38][CH2:39][O:40][c:41]2[cH:42][cH:43][cH:44][cH:45][cH:46]2)[cH:33][cH:34]1.[OH:1][c:2]1[c:3]([C:12](=[O:13])[NH:14][CH:15]2[CH2:16][CH:17]([C:21](=[O:22])[O:23][CH3:24])[CH2:18][CH2:19][CH2:20]2)[cH:4][c:5]([C:6](=[O:7])[O:8][CH3:9])[cH:10][cH:11]1>>[O:1]([c:2]1[c:3]([C:12](=[O:13])[NH:14][CH:15]2[CH2:16][CH:17]([C:21](=[O:22])[O:23][CH3:24])[CH2:18][CH2:19][CH2:20]2)[cH:4][c:5]([C:6](=[O:7])[O:8][CH3:9])[cH:10][cH:11]1)[CH2:26][CH2:27][O:28][c:29]1[cH:30][cH:31][c:32]([CH:35]=[CH:36][CH2:37][CH2:38][CH2:39][O:40][c:41]2[cH:42][cH:43][cH:44][cH:45][cH:46]2)[cH:33][cH:34]1. The reactants are COC1=C(C=CC=C1)C=1C=2N(C=CC1)N=C(N2)NC2=CC1=C(CCN(CC1)CCSC)C=C2 ([8-(2-methoxy-phenyl)-[1,2,4]triazolo[1,5-a]pyridine-2-yl]-[3-(2-methylsulfanyl-ethyl)-2,3,4,5-tetrahydro-1H-3-benzazepin-7-yl]-amine), OOS(=O)[O-].[K+] (oxone), CO (methanol). Run in O (water). Conditions: time 2 hour. Yields the product CS(=O)(=O)CCN1CCC2=C(CC1)C=CC(=C2)NC2=NN1C(C(=CC=C1)C1=C(C=CC=C1)OC)=N2 ([3-(2-methanesulfonyl-ethyl)-2,3,4,5-tetrahydro-1H-3-benzazepin-7-yl]-[8-(2-methoxy-phenyl)-[1,2,4]triazolo[1,5-a]pyridine-2-yl]-amine). The yield is 14.0%. RXN SMILES: [CH3:1][O:2][C:3]1[CH:8]=[CH:7][CH:6]=[CH:5][C:4]=1[C:9]1[C:10]2[N:11]([N:15]=[C:16]([NH:18][C:19]3[CH:33]=[CH:32][C:22]4[CH2:23][CH2:24][N:25]([CH2:28][CH2:29]SC)[CH2:26][CH2:27][C:21]=4[CH:20]=3)[N:17]=2)[CH:12]=[CH:13][CH:14]=1.O[O:35][S:36]([O-:38])=O.[K+].[CH3:40]O>O>[CH3:40][S:36]([CH2:29][CH2:28][N:25]1[CH2:24][CH2:23][C:22]2[CH:32]=[CH:33][C:19]([NH:18][C:16]3[N:17]=[C:10]4[C:9]([C:4]5[CH:5]=[CH:6][CH:7]=[CH:8][C:3]=5[O:2][CH3:1])=[CH:14][CH:13]=[CH:12][N:11]4[N:15]=3)=[CH:20][C:21]=2[CH2:27][CH2:26]1)(=[O:38])=[O:35] |f:1.2|. Procedure: To [8-(2-methoxy-phenyl)-[1,2,4]triazolo[1,5-a]pyridine-2-yl]-[3-(2-methylsulfanyl-ethyl)-2,3,4,5-tetrahydro-1H-3-benzazepin-7-yl]-amine (0.173 g, 0.376 mmol) in methanol (5 mL) was added oxone (0.694 g, 1.13 mmol) in water (2.5 mL) and was stirred at room temperature for 2 hours and concentrated. The reaction was partitioned between dichloromethane/1N sodium carbonate, washed with water/brine, dried over sodium sulfate, and concentrated. The product was purified using Prep TLC plates (5% methan... Reported procedure: 3-[(2-Aminoethyl)thiomethyl]isoxazole is reacted with benzoyl isothiocyanate by the procedure of Example 18 to give N-benzoyl-N'-[2-(3-isoxazolylmethylthio)ethyl]thiourea. Removing the benzoyl group by the procedure of Example 18 gives N-[2-(3-isoxazolylmethylthio)ethyl]thiourea. RXN SMILES: [NH2:1][CH2:2][CH2:3][S:4][CH2:5][C:6]1[CH:10]=[CH:9][O:8][N:7]=1.[C:11]([N:19]=[C:20]=[S:21])(=[O:18])[C:12]1[CH:17]=[CH:16][CH:15]=[CH:14][CH:13]=1>>[C:11]([NH:19][C:20]([NH:1][CH2:2][CH2:3][S:4][CH2:5][C:6]1[CH:10]=[CH:9][O:8][N:7]=1)=[S:21])(=[O:18])[C:12]1[CH:17]=[CH:16][CH:15]=[CH:14][CH:13]=1. Yields the product C(C1=CC=CC=C1)(=O)NC(=S)NCCSCC1=NOC=C1 (N-benzoyl-N'-[2-(3-isoxazolylmethylthio)ethyl]thiourea). The reactants are NCCSCC1=NOC=C1 (3-[(2-Aminoethyl)thiomethyl]isoxazole), C(C1=CC=CC=C1)(=O)N=C=S (benzoyl isothiocyanate). Starting materials: COC1=NS(N=C1OC)=O (3,4-dimethoxy-1,2,5-thiadiazole 1-oxide), CN(C)CC=1SC=C(N1)CSCCN (2-[(2-dimethylaminomethyl-4-thiazolyl)methylthio]ethylamine), CN(CCC=1SC=C(N1)CSCCNC1=NS(N=C1OC)=O)C (3-{2-[(2-dimethylaminoethyl-4-thiazolyl)methylthio]ethylamino}-4-methoxy-1,2,5-thiadiazole 1-oxide), CNC (dimethylamine). As a reaction SMILES: CO[C:3]1[C:7](OC)=[N:6][S:5](=[O:10])[N:4]=1.[CH3:11][N:12]([CH2:14][C:15]1[S:16][CH:17]=[C:18]([CH2:20][S:21][CH2:22][CH2:23][NH2:24])[N:19]=1)[CH3:13].[CH3:25][N:26](C)[CH2:27]CC1SC=C(CSCCNC2C(OC)=NS(=O)N=2)N=1.CNC>>[CH3:13][N:12]([CH2:14][C:15]1[S:16][CH:17]=[C:18]([CH2:20][S:21][CH2:22][CH2:23][NH:24][C:3]2[C:7]([N:26]([CH3:27])[CH3:25])=[N:6][S:5](=[O:10])[N:4]=2)[N:19]=1)[CH3:11]. Reported procedure: When a solution of 3,4-dimethoxy-1,2,5-thiadiazole 1-oxide [prepared in Example 4, Step A] is reacted with one equivalent of 2-[(2-dimethylaminomethyl-4-thiazolyl)methylthio]ethylamine [prepared in Example 33, Step E] and the resultant 3-{2-[(2-dimethylaminoethyl-4-thiazolyl)methylthio]ethylamino}-4-methoxy-1,2,5-thiadiazole 1-oxide is treated with an excess of dimethylamine according to the procedure described in Example 28, the title compound is thereby produced. The product is CN(C)CC=1SC=C(N1)CSCCNC1=NS(N=C1N(C)C)=O (3-{2-[(2-Dimethylaminomethyl-4-thiazolyl)methylthio]ethylamino}-4-dimethylamino-1,2,5-thiadiazole 1-oxide). Reactants: CC(=O)OCC(=O)N(CCO)Cc1ccccc1, CS(C)=O, CCOC(C)=O, CCN(C(C)C)C(C)C, O=S(=O)=O, c1ccncc1. Product: CC(=O)OCC(=O)N(CC=O)Cc1ccccc1. Reaction SMILES: [CH2:1]([c:2]1[cH:3][cH:4][cH:5][cH:6][cH:7]1)[N:8]([C:9](=[O:10])[CH2:11][O:12][C:13]([CH3:14])=[O:15])[CH2:16][CH2:17][OH:18].[CH3:19][S:20]([CH3:21])=[O:22].[CH3:42][CH2:43][O:44][C:45](=[O:46])[CH3:47].[CH:23]([N:24]([CH2:25][CH3:26])[CH:27]([CH3:28])[CH3:29])([CH3:30])[CH3:31].[S:32](=[O:33])(=[O:34])=[O:35].[n:36]1[cH:37][cH:38][cH:39][cH:40][cH:41]1>>[CH2:1]([c:2]1[cH:3][cH:4][cH:5][cH:6][cH:7]1)[N:8]([C:9](=[O:10])[CH2:11][O:12][C:13]([CH3:14])=[O:15])[CH2:16][CH:17]=[O:18]. RXN SMILES: [O:1]([CH2:8][CH2:9][CH2:10][CH2:11][NH2:12])[C:2]1[CH:7]=[CH:6][CH:5]=[CH:4][CH:3]=1.C([N+]#[C-])CCC.[C:19]([OH:22])(=[O:21])[CH3:20]>CO>[C:19]([OH:22])(=[O:21])[CH3:20].[O:1]([CH2:8][CH2:9][CH2:10][CH2:11][NH2:12])[C:2]1[CH:7]=[CH:6][CH:5]=[CH:4][CH:3]=1 |f:4.5|. The reactants are O(C1=CC=CC=C1)CCCCN (phenoxybutylamine), C(CCC)[N+]#[C-] (n-butylisonitrile), C(C)(=O)O (acetic acid). The product is C(C)(=O)O.O(C1=CC=CC=C1)CCCCN (phenoxybutylamine acetate). Solvent: CO (methanol). Procedure details: In a three-necked flask of 25 ml provided with a magnetic bar, a calcium chloride tube and a dropping funnel, 1.99 gr (0.012 mol) of phenoxybutylamine, 1 gr (0.012 mol) of n-butylisonitrile and 0.72 gr of acetic acid were mixed in 5 ml of methanol. A precipitate of phenoxybutylamine acetate formed. This suspension cooled in an ice bath was added under good agitation with 0.87 gr (0.012 mol) of isobutyraldehyde. The reactants are C(C)OC(N([C@@H]1C[C@@H](N(C2=CC(=C(C=C12)OC)OC)C(=O)Cl)C)CC1=CC=CC=C1)=O (cis-Benzyl-(1-chlorocarbonyl-6,7-dimethoxy-2-methyl-1,2,3,4-tetrahydro-quinolin-4-yl)-carbamic acid ethyl ester), FC(CO)(F)F (2,2,2-trifluoroethanol), [H-].[Na+] (sodium hydride). The solvent is O1CCOCC1 (dioxane). Yields the product FC(COC(=O)N1[C@H](C[C@H](C2=CC(=C(C=C12)OC)OC)N(C(=O)OCC)CC1=CC=CC=C1)C)(F)F (cis-4-(Benzyl-ethoxycarbonyl-amino)-6,7-dimethoxy-2-methyl-3,4-dihydro-2H-quinoline-1-carboxylic acid 2,2,2-trifluoro-ethyl ester). The yield is 156.0%. RXN SMILES: [CH2:1]([O:3][C:4](=[O:31])[N:5]([CH2:24][C:25]1[CH:30]=[CH:29][CH:28]=[CH:27][CH:26]=1)[C@H:6]1[C:15]2[C:10](=[CH:11][C:12]([O:18][CH3:19])=[C:13]([O:16][CH3:17])[CH:14]=2)[N:9]([C:20](Cl)=[O:21])[C@@H:8]([CH3:23])[CH2:7]1)[CH3:2].[F:32][C:33]([F:37])([F:36])[CH2:34][OH:35].[H-].[Na+]>O1CCOCC1>[F:32][C:33]([F:37])([F:36])[CH2:34][O:35][C:20]([N:9]1[C:10]2[C:15](=[CH:14][C:13]([O:16][CH3:17])=[C:12]([O:18][CH3:19])[CH:11]=2)[C@H:6]([N:5]([CH2:24][C:25]2[CH:26]=[CH:27][CH:28]=[CH:29][CH:30]=2)[C:4]([O:3][CH2:1][CH3:2])=[O:31])[CH2:7][C@@H:8]1[CH3:23])=[O:21] |f:2.3|. Procedure details: A solution of benzyl-(1-chlorocarbonyl-6,7-dimethoxy-2-methyl-1,2,3,4-tetrahydro-quinolin-4-yl)-carbamic acid ethyl ester (Example 107A) (24 mg, 0.054 mmol), 2,2,2-trifluoroethanol (0.10 mL, 1.4 mmol), and sodium hydride (56 mg, 60% dispersion in mineral oil, 1.4 mmol) in anhydrous dioxane (1 mL) was stirred at room temperature overnight. The reaction mixture was quenched with 10 mL of water and extracted with ethyl acetate (3×15 mL). The combined organic phases were washed with 10 ml of brine, ... RXN SMILES: [OH:1][C:2]1[CH:7]=[CH:6][CH:5]=[CH:4][C:3]=1[CH:8]([OH:20])[CH2:9][CH2:10][CH2:11][CH2:12][CH2:13][CH2:14][CH2:15]CCCO.CN(C)C=O.[Cr](O[Cr]([O-])(=O)=O)([O-])(=O)=O.[NH+]1C=CC=CC=1.[NH+]1C=CC=CC=1.[C:47]([O:50]CC)(=[O:49])[CH3:48]>>[OH:1][C:2]1[CH:7]=[CH:6][CH:5]=[CH:4][C:3]=1[C:8](=[O:20])[CH2:9][CH2:10][CH2:11][CH2:12][CH2:13][CH2:14][CH2:15][CH2:48][C:47]([OH:50])=[O:49] |f:2.3.4|. Isolated yield 10.0%. Reactants: C(C)(=O)OCC (ethyl acetate), OC1=C(C=CC=C1)C(CCCCCCCCCCO)O (1-(2-Hydroxy-phenyl)-undecane-1,11-diol), CN(C=O)C (dimethyl formamide), [Cr](=O)(=O)([O-])O[Cr](=O)(=O)[O-].[NH+]1=CC=CC=C1.[NH+]1=CC=CC=C1 (pyridinium dichromate). Yields the product OC1=C(C=CC=C1)C(CCCCCCCCC(=O)O)=O (10-(2-Hydroxy-phenyl)-10-oxo-decanoic acid). Procedure details: A 100 mL flask was charged with the previously made 1-(2-Hydroxy-phenyl)-undecane-1,11-diol (5.0 g, 18.9 mmol) and 50 mL of dimethyl formamide. To this was added pyridinium dichromate (32.9 g, 87.5 mmol). (The addition was mildly exothermic.) The reaction mixture was stirred at room temperature overnight. The reaction mixture was poured into 50 mL of ethyl acetate and washed with 200 mL of water, 30 mL of 4% aqueous hydrochloric acid, 30 mL water, and finally with 30 mL of brine. The organic lay... Conditions: time 8 hour. The reactants are CC(C)=O, COc1ccc(-n2nc(C(C)CCO)cc2-c2ccc(Cl)cc2)cc1. Product: COc1ccc(-n2nc(C(C)CC(=O)O)cc2-c2ccc(Cl)cc2)cc1. As a reaction SMILES: [CH3:26][C:27]([CH3:28])=[O:29].[Cl:1][c:2]1[cH:3][cH:4][c:5](-[c:8]2[cH:9][c:10]([CH:21]([CH2:22][CH2:23][OH:24])[CH3:25])[n:11][n:12]2-[c:13]2[cH:14][cH:15][c:16]([O:19][CH3:20])[cH:17][cH:18]2)[cH:6][cH:7]1>>[Cl:1][c:2]1[cH:3][cH:4][c:5](-[c:8]2[cH:9][c:10]([CH:21]([CH2:22][C:23](=[O:24])[OH:29])[CH3:25])[n:11][n:12]2-[c:13]2[cH:14][cH:15][c:16]([O:19][CH3:20])[cH:17][cH:18]2)[cH:6][cH:7]1. Starting materials: [H-].[Na+] (Sodium hydride), C(C)(=O)Cl (acetyl chloride), ClC=1C=C(OC=2C(=NNC2C)C)C=C(C1)Cl (4-(3,5-Dichlorophenoxy)-3,5-dimethyl-1H-pyrazole). The solvent is CN(C=O)C (N,N-dimethylformamide). Run at temperature 0 celsius, time 1 hour. Yields the product C(C)(=O)N1N=C(C(=C1C)OC1=CC(=CC(=C1)Cl)Cl)C (1-Acetyl-4-(3,5-dichlorophenoxy)-3,5-dimethyl-1H-pyrazole). The yield is 64.3%. Reaction SMILES: [H-].[Na+].[C:3](Cl)(=[O:5])[CH3:4].[Cl:7][C:8]1[CH:9]=[C:10]([CH:19]=[C:20]([Cl:22])[CH:21]=1)[O:11][C:12]1[C:13]([CH3:18])=[N:14][NH:15][C:16]=1[CH3:17]>CN(C)C=O>[C:3]([N:15]1[C:16]([CH3:17])=[C:12]([O:11][C:10]2[CH:19]=[C:20]([Cl:22])[CH:21]=[C:8]([Cl:7])[CH:9]=2)[C:13]([CH3:18])=[N:14]1)(=[O:5])[CH3:4] |f:0.1|. Procedure: Sodium hydride (60% dispersion in oil, 684 mg, 17.1 mmol) was added to a stirred solution of acetyl chloride (1.21 ml, 17.1 mmol) and the pyrazole of Example 53 (4.00 g, 15.6 mmol) in N,N-dimethylformamide (20 ml) at 0° C. under nitrogen. The reaction was stirred at 0° C. for 1 hour and then quenched by the addition of water (100 ml). The aqueous extracted was with ether (2×50 ml). The combined organic phases were washed with water (30 ml) and brine (30 ml), dried over magnesium sulphate, filter...